This data is from the Open Reaction Database (ORD), a public repository of structured organic reaction records. The task is: describe an organic reaction: reactants, conditions, products, and yield Starting materials: FC1=C(C(=O)O)C=CC(=C1)O (2-fluoro-4-hydroxybenzoic acid), C(CCCCCCCCC)(=O)Cl (decanoylchloride), CN(C)C1=NC=CC=C1 (dimethylaminopyridine), Cl (hydrochloric acid). Run in ClCCl (dichloromethane), C(C)N(CC)CC (triethylamine). Reaction conditions: time 20 hour. Yields the product FC1=C(C(=O)O)C=CC(=C1)OC(CCCCCCCCC)=O (2-fluoro-4-n-decanoyloxybenzoic acid). Yield: 70.4%. As a reaction SMILES: [F:1][C:2]1[CH:10]=[C:9]([OH:11])[CH:8]=[CH:7][C:3]=1[C:4]([OH:6])=[O:5].[C:12](Cl)(=[O:22])[CH2:13][CH2:14][CH2:15][CH2:16][CH2:17][CH2:18][CH2:19][CH2:20][CH3:21].CN(C1C=CC=CN=1)C.Cl>ClCCl.C(N(CC)CC)C>[F:1][C:2]1[CH:10]=[C:9]([O:11][C:12](=[O:22])[CH2:13][CH2:14][CH2:15][CH2:16][CH2:17][CH2:18][CH2:19][CH2:20][CH3:21])[CH:8]=[CH:7][C:3]=1[C:4]([OH:6])=[O:5]. Procedure details: To a solution of 2-fluoro-4-hydroxybenzoic acid (2 g) and triethylamine (1.4 g) in dichloromethane (40 ml) were added decanoylchloride (2.7 g) and dimethylaminopyridine (0.2 g). The solution was stirred at room temperature for about 20 hours. To the solution was added dilute aqueous hydrochloric acid solution and the organic layer was separated by a funnel. The layer was distilled to remove the solvent. The residue was washed with n-hexane and dried to obtain the titled compound (about 2.8 g). Starting materials: C1OC2=CC=3C=C(C4=CC=C(C=C4C3C=C2O1)OCC1=CC=CC=C1)CNC(CCCCO)C (N-(2,3-Methylenedioxy-6-benzyloxy-phenanthr-9-ylmethyl)-5-aminohexanol), C1OC2=CC=3C=C(C4=CC=C(C=C4C3C=C2O1)OCC1=CC=CC=C1)C(=O)NCCCCCC(=O)OC (Methyl N-(2,3-methylenedioxy-6-benzyloxy-phenanthr-9-ylcarbonyl)-6-aminohexanoate), N (NH3). Yields the product C1OC2=CC=3C=C(C4=CC=C(C=C4C3C=C2O1)OCC1=CC=CC=C1)CNCCCCCC(=O)O (N-(2,3-Methylenedioxy-6-benzyloxy-phenanthr-9-ylmethyl)-6-aminohexanoic acid). RXN SMILES: C1OC2C(=CC3C=C(CNC(C)CCCCO)C4C(C=3C=2)=CC(OCC2C=CC=CC=2)=CC=4)O1.[CH2:35]1[O:51][C:50]2[C:37](=[CH:38][C:39]3[CH:40]=[C:41]([C:60]([NH:62][CH2:63][CH2:64][CH2:65][CH2:66][CH2:67][C:68]([O:70]C)=[O:69])=O)[C:42]4[C:47]([C:48]=3[CH:49]=2)=[CH:46][C:45]([O:52][CH2:53][C:54]2[CH:59]=[CH:58][CH:57]=[CH:56][CH:55]=2)=[CH:44][CH:43]=4)[O:36]1.N>>[CH2:35]1[O:51][C:50]2[C:37](=[CH:38][C:39]3[CH:40]=[C:41]([CH2:60][NH:62][CH2:63][CH2:64][CH2:65][CH2:66][CH2:67][C:68]([OH:70])=[O:69])[C:42]4[C:47]([C:48]=3[CH:49]=2)=[CH:46][C:45]([O:52][CH2:53][C:54]2[CH:59]=[CH:58][CH:57]=[CH:56][CH:55]=2)=[CH:44][CH:43]=4)[O:36]1. Procedure: N-(2,3-Methylenedioxy-6-benzyloxy-phenanthr-9-ylmethyl)-5-aminohexanol (13) General procedure f from 10 (95%); white powder; mp 175-177° C.; 1H NMR (400.13 MHz) δ 7.90 (d, J=4 Hz, 1H), 7.86 (d, J=2 Hz, 1H), 7.76 (s, 1H), 7.45 (s, 1H), 7.44 (d, J=4 Hz, 2H), 7.32 (t, J=4 Hz, 2H), 7.26 (m, 1H), 7.24 (dd, J=4 Hz, 2 Hz, 1H), 7.14 (s, 1H), 6.03 (s, 2H), 5.22 (s, 2H), 4.24 (s, 2H), 3.53 (t, J=6 Hz, 2H), 2.72 (t, J=6 Hz, 2H), 1.58 (m, 2H), 1.47 (m, 2H), 1.29 (m, 4H); MS (DCI/NH3) m/e: 458 (M+H)+. Anal. ... The reactants are O=C([O-])[O-], CS(C)=O, CCOC(C)=O, CC(C)COc1ncc(Oc2ccc(C#N)cc2)cc1Cl, ClCCl, [K+], [K+], OO. Product: CC(C)COc1ncc(Oc2ccc(C(N)=O)cc2)cc1Cl. Reaction SMILES: [C:22]([O-:23])(=[O:24])[O-:25].[CH3:30][S:31]([CH3:32])=[O:33].[CH3:34][CH2:35][O:36][C:37]([CH3:38])=[O:39].[Cl:1][c:2]1[cH:3][c:4]([O:13][c:14]2[cH:15][cH:16][c:17]([C:18]#[N:19])[cH:20][cH:21]2)[cH:5][n:6][c:7]1[O:8][CH2:9][CH:10]([CH3:11])[CH3:12].[Cl:40][CH2:41][Cl:42].[K+:26].[K+:27].[OH:28][OH:29]>>[Cl:1][c:2]1[cH:3][c:4]([O:13][c:14]2[cH:15][cH:16][c:17]([C:18]([NH2:19])=[O:23])[cH:20][cH:21]2)[cH:5][n:6][c:7]1[O:8][CH2:9][CH:10]([CH3:11])[CH3:12]. Starting materials: C1CCOC1, COc1ccccc1CCl, CN(C)CCCCCCO, [H-], [Na+], CN(C)C=O. Yields the product COc1ccccc1COCCCCCCN(C)C. Reaction SMILES: [CH2:23]1[O:24][CH2:25][CH2:26][CH2:27]1.[CH3:13][O:14][c:15]1[c:16]([CH2:17][Cl:18])[cH:19][cH:20][cH:21][cH:22]1.[CH3:1][N:2]([CH2:3][CH2:4][CH2:5][CH2:6][CH2:7][CH2:8][OH:9])[CH3:10].[H-:11].[Na+:12].[O:28]=[CH:29][N:30]([CH3:31])[CH3:32]>>[CH3:1][N:2]([CH2:3][CH2:4][CH2:5][CH2:6][CH2:7][CH2:8][O:9][CH2:17][c:16]1[c:15]([O:14][CH3:13])[cH:22][cH:21][cH:20][cH:19]1)[CH3:10]. Starting materials: COCCOCCOCCO, CN(C)c1ccncc1, C=Cc1ccc(C(=O)O)cc1, C(=NC1CCCCC1)=NC1CCCCC1. Yields the product C=Cc1ccc(C(=O)OCCOCCOCCOC)cc1. RXN SMILES: [CH3:27][O:28][CH2:29][CH2:30][O:31][CH2:32][CH2:33][O:34][CH2:35][CH2:36][OH:37].[CH3:38][N:39]([c:40]1[cH:41][cH:42][n:43][cH:44][cH:45]1)[CH3:46].[CH:16](=[CH2:17])[c:18]1[cH:19][cH:20][c:21]([C:22](=[O:23])[OH:24])[cH:25][cH:26]1.[CH:1]1([N:2]=[C:3]=[N:4][CH:5]2[CH2:6][CH2:7][CH2:8][CH2:9][CH2:10]2)[CH2:11][CH2:12][CH2:13][CH2:14][CH2:15]1>>[CH:16](=[CH2:17])[c:18]1[cH:19][cH:20][c:21]([C:22](=[O:23])[O:24][CH2:36][CH2:35][O:34][CH2:33][CH2:32][O:31][CH2:30][CH2:29][O:28][CH3:27])[cH:25][cH:26]1. Reactants: C(C)C1=NC=C2C(NC=3C(=NC=NC3N21)N(C)CC2=CC=CC=C2)=O (9-Ethyl-4-[(phenylmethyl)methylamino]imidazo[5,1-h]pteridin-6(5H)-one), C(C)O (ethanol), [OH-].[Na+] (NaOH). Reagents/catalysts: [Pd] (palladium on carbon). Yields the product C(C)C1=NC=C2C(NC=3C(=NC=NC3N21)NC)=O (9-ethyl-4-(methylamino)imidazo[5,1-h]pteridin-6(5H)-one). Reaction SMILES: [CH2:1]([C:3]1[N:15]2[C:6]([C:7](=[O:25])[NH:8][C:9]3[C:10]([N:16](CC4C=CC=CC=4)[CH3:17])=[N:11][CH:12]=[N:13][C:14]=32)=[CH:5][N:4]=1)[CH3:2].C(O)C.[OH-].[Na+]>[Pd]>[CH2:1]([C:3]1[N:15]2[C:6]([C:7](=[O:25])[NH:8][C:9]3[C:10]([NH:16][CH3:17])=[N:11][CH:12]=[N:13][C:14]=32)=[CH:5][N:4]=1)[CH3:2] |f:2.3|. Reported procedure: Prepared by hydrogenation of the product of Example 19 with palladium on carbon in ethanol containing 2 eq. NaOH, at 50 psi and 50° C. for 24 hours. The catalyst was removed and the product was precipitated by addition of a saturated solution of ammonium chloride. The solids were filtered and washed with water and ethanol to provide 9-ethyl-4-(methylamino)imidazo[5,1-h]pteridin-6(5H)-one. Starting materials: C(#N)C1=CC=C(C2=CC=CC=C12)N (4-cyano-1-naphthylamine), stannous chloride dihydrate, N(=O)[O-].[Na+] (sodium nitrite). Solvent: Cl (HCl), Cl (HCl), O (water). Reaction conditions: temperature 0 celsius, time 15 minute. The product is C(#N)C1=CC=C(C2=CC=CC=C12)NN (4-Cyano-1-hydrazinonaphthalene). As a reaction SMILES: [N:1]([O-])=O.[Na+].[C:5]([C:7]1[C:16]2[C:11](=[CH:12][CH:13]=[CH:14][CH:15]=2)[C:10]([NH2:17])=[CH:9][CH:8]=1)#[N:6]>O.Cl>[C:5]([C:7]1[C:16]2[C:11](=[CH:12][CH:13]=[CH:14][CH:15]=2)[C:10]([NH:17][NH2:1])=[CH:9][CH:8]=1)#[N:6] |f:0.1|. Procedure details: A solution of 4.09 g of sodium nitrite in 30 ml of water is added to a solution, cooled to 0° C., of 8.35 g of 4-cyano-1-naphthylamine in 180 ml of 1N HCl. The mixture is left stirring for 1 hour 15 minutes at 0° C. It is cooled to -10° C., and a solution of 41.75 g of stannous chloride dihydrate in 42 ml of concentrated HCl is added slowly. The reaction mixture is stirred for 1 hour, allowing the temperature to rise to RT. It is filtered. The residue is suspended in water and 20 ml of concentra... Reactants: N#CCCCCCCBr, O=C([O-])[O-], [K+], [K+], CN(C)C=O, CCCc1c(O)ccc(C(C)=O)c1O. Product: CCCc1c(OCCCCCCC#N)ccc(C(C)=O)c1O. RXN SMILES: [Br:15][CH2:16][CH2:17][CH2:18][CH2:19][CH2:20][CH2:21][C:22]#[N:23].[C:24](=[O:25])([O-:26])[O-:27].[K+:28].[K+:29].[O:30]=[CH:31][N:32]([CH3:33])[CH3:34].[OH:1][c:2]1[c:3]([C:12]([CH3:13])=[O:14])[cH:4][cH:5][c:6]([OH:11])[c:7]1[CH2:8][CH2:9][CH3:10]>>[OH:1][c:2]1[c:3]([C:12]([CH3:13])=[O:14])[cH:4][cH:5][c:6]([O:11][CH2:16][CH2:17][CH2:18][CH2:19][CH2:20][CH2:21][C:22]#[N:23])[c:7]1[CH2:8][CH2:9][CH3:10]. Starting materials: ice water, OC1=CC=C(C=O)C=C1 (p-hydroxybenzaldehyde), C([O-])([O-])=O.[K+].[K+] (potassium carbonate), ClCC=C(C)C (1-chloro-3-methyl-2-butene). Run in O1CCCC1 (tetrahydrofuran). Conditions: time 1 hour. Product: OC1=C(C=C(C=O)C=C1)CC=C(C)C (4-hydroxy-3-(3-methyl-2-butenyl)benzaldehyde). Isolated yield 13.1%. RXN SMILES: [OH:1][C:2]1[CH:9]=[CH:8][C:5]([CH:6]=[O:7])=[CH:4][CH:3]=1.C(=O)([O-])[O-].[K+].[K+].Cl[CH2:17][CH:18]=[C:19]([CH3:21])[CH3:20]>O1CCCC1>[OH:1][C:2]1[CH:9]=[CH:8][C:5]([CH:6]=[O:7])=[CH:4][C:3]=1[CH2:17][CH:18]=[C:19]([CH3:21])[CH3:20] |f:1.2.3|. Procedure details: To 61.2 g of p-hydroxybenzaldehyde and 208 g of potassium carbonate was added 300 ml of tetrahydrofuran, and the mixture was stirred at room temperature for 1 hour. Then, 66.0 ml of 1-chloro-3-methyl-2-butene was dropped into the mixture, and the mixture was stirred for 3 days. After the reaction, the reaction liquid was poured into ice water and extracted with ether, the ether layer was washed with a 10% solution of potassium carbonate, and the organic layer was shaken with a 5% solution of sod...